describe an organic reaction: reactants, conditions, products, and yield From a dataset of the Open Reaction Database (ORD), a public repository of structured organic reaction records. Reactants: C#CCCl, CN(C)C=O, COC(=O)CNC(=O)OC, [Cl-], [H-], [Na+], [Na+]. The product is C#CCN(CC(=O)OC)C(=O)OC. RXN SMILES: [CH2:13]([C:14]#[CH:15])[Cl:16].[CH3:19][N:20]([CH3:21])[CH:22]=[O:23].[CH3:1][O:2][C:3](=[O:4])[NH:5][CH2:6][C:7](=[O:8])[O:9][CH3:10].[Cl-:18].[H-:11].[Na+:12].[Na+:17]>>[CH3:1][O:2][C:3](=[O:4])[N:5]([CH2:6][C:7](=[O:8])[O:9][CH3:10])[CH2:15][C:14]#[CH:13]. Reactants: [OH-].[NH4+] (ammonium hydroxide), C(C)OC=CC(=O)OCC (Ethyl 3-ethoxyacrylate), C(N)(=S)C1CCN(CC1)C(=O)OC(C)(C)C (tert-Butyl 4-carbamothioylpiperidine-1-carboxylate), BrN1C(CCC1=O)=O (N-Bromosuccinimide). Solvent: O1CCOCC1.O (dioxane water). Run at temperature -10 celsius, time 1 hour. Yields the product N1CCC(CC1)C=1SC(=CN1)C(=O)OCC (ethyl 2-(piperidin-4-yl)thiazole-5-carboxylate). As a reaction SMILES: C(O[CH:4]=[CH:5][C:6]([O:8][CH2:9][CH3:10])=[O:7])C.BrN1C(=O)CCC1=O.[C:19]([CH:22]1[CH2:27][CH2:26][N:25](C(OC(C)(C)C)=O)[CH2:24][CH2:23]1)(=[S:21])[NH2:20].[OH-].[NH4+]>O1CCOCC1.O>[NH:25]1[CH2:26][CH2:27][CH:22]([C:19]2[S:21][C:5]([C:6]([O:8][CH2:9][CH3:10])=[O:7])=[CH:4][N:20]=2)[CH2:23][CH2:24]1 |f:3.4,5.6|. Procedure details: Ethyl 3-ethoxyacrylate (1.50 g, 10.38 mml) was dissolved in dioxane/water and chilled to −10° C. N-Bromosuccinimide (2.03 g, 11.42 mmol) was added and the mixture was stirred 1 hour at room temperature. tert-Butyl 4-carbamothioylpiperidine-1-carboxylate (2.54 g, 10.38 mmol) was added and the mixture was heated at 100° C. for 1 hour. The reaction mixture was poured into 25 mL saturated ammonium hydroxide and extracted with dichloromethane. The combined organic layers were washed with brine, dried... Starting materials: [Cl-].[Cl-].C(C)[Al+2] (ethylaluminum dichloride), equimolar mixture, CC(CC=C)C (4-methyl-1-pentene), C(C=C)(=O)OC (methyl acrylate), tert-butyl peroxy isobutyrate, solvent, [Cl-].[Cl-].C(C)[Al+2] (ethylaluminum dichloride). The solvent is C(C)(C)O (isopropyl alcohol), CCCCCC (n-hexane), CCCCCC (n-hexane), CCCCCC (n-hexane), C(C)(=O)OCC (ethyl acetate), C(C)(=O)OCC (ethyl acetate). Conditions: temperature 0 celsius, time 1 hour. Product: CC(CC=C)C.C(C=C)(=O)OC (4-methyl-1-pentene methyl acrylate). Reaction SMILES: [Cl-].[Cl-].C([Al+2])C.[CH3:6][CH:7]([CH3:11])[CH2:8][CH:9]=[CH2:10].[C:12]([O:16][CH3:17])(=[O:15])[CH:13]=[CH2:14]>C(O)(C)C.CCCCCC.C(OCC)(=O)C>[CH3:6][CH:7]([CH3:11])[CH2:8][CH:9]=[CH2:10].[C:12]([O:16][CH3:17])(=[O:15])[CH:13]=[CH2:14] |f:0.1.2,8.9|. Procedure: A 2-liter six-necked separable polymerization flask equipped with a vane-type stirring rod connected to a motor controllable as to its rotating speed, a condenser, a thermometer, a stopper cock and two metering pumps was disposed in a constant-temperature tank including a temperature controlling device, and the inside of the flask was thoroughly purged with nitrogen. 1065 ml of n-hexane and 35 millimoles of ethyl acetate were fed to the flask in an atmosphere of nitrogen, mixed, and cooled to 0°... Run in O1CCOCC1 (dioxane). RXN SMILES: [Cl:1][C:2]1[CH:7]=[CH:6][C:5]([CH2:8][NH:9][CH:10]2[CH2:15][CH2:14][CH:13]([NH:16]C(=O)OC(C)(C)C)[CH2:12][CH2:11]2)=[CH:4][C:3]=1[C:24]([NH:26][CH2:27][C:28]12[CH2:37][CH:32]3[CH2:33][CH:34]([CH2:36][CH:30]([CH2:31]3)[CH2:29]1)[CH2:35]2)=[O:25].CO.[ClH:40]>O1CCOCC1>[ClH:1].[ClH:40].[NH2:16][CH:13]1[CH2:12][CH2:11][CH:10]([NH:9][CH2:8][C:5]2[CH:6]=[CH:7][C:2]([Cl:1])=[C:3]([CH:4]=2)[C:24]([NH:26][CH2:27][C:28]23[CH2:29][CH:30]4[CH2:36][CH:34]([CH2:33][CH:32]([CH2:31]4)[CH2:37]2)[CH2:35]3)=[O:25])[CH2:15][CH2:14]1 |f:4.5.6|. Procedure: Prepared from [4-[[[4-chloro-3-[[(tricyclo[3.3.1.1 3,7]dec-1-ylmethyl)amino]carbonyl]phenyl]methyl]amino]cyclohexyl]-carbamic acid, 1,1-dimethylethyl ester (0.26 g, Example 33a), methanol (5 ml) and 4N hydrochloric acid solution in dioxane (1 ml). Solvents were removed under reduced pressure and the residue was triturated with diethyl ether to give the title compound as a white powder (0.190 g). Yields the product Cl.Cl.NC1CCC(CC1)NCC=1C=CC(=C(C(=O)NCC23CC4CC(CC(C2)C4)C3)C1)Cl (5-[[(4-Aminocyclohexyl)amino]methyl]-2-chloro-N-(tricyclo[3.3.1.13,7]dec-1-ylmethyl)-benzamide, dihydrochloride salt). Reactants: ClC1=C(C=C(C=C1)CNC1CCC(CC1)NC(OC(C)(C)C)=O)C(=O)NCC12CC3CC(CC(C1)C3)C2 ([4-[[[4-chloro-3-[[(tricyclo[3.3.1.1 3,7]dec-1-ylmethyl)amino]carbonyl]phenyl]methyl]amino]cyclohexyl]-carbamic acid, 1,1-dimethylethyl ester), CO (methanol), Cl (hydrochloric acid). Starting materials: ClC=1C=C(C=CC1)[C@H]1C[C@](C(N([C@@H]1C1=CC=C(C=C1)Cl)[C@@H](CC)C1OCCCC1)=O)(C)CC=O (2-((3R,5R,6S)-5-(3-chlorophenyl)-6-(4-chlorophenyl)-3-methyl-2-oxo-1-((1S)-1-(tetrahydro-2H-pyran-2-yl)propyl)piperidin-3-yl)acetaldehyde), OP(=O)(O)[O-].[K+] (potassium phosphate monobasic), C1CCOC1 (THF), Cl(=O)[O-].[Na+] (sodium chlorite). Solvent: O (water), C(C)(C)(C)O (t-butanol), CC(C)=CC (2-methylbut-2-ene). Run at time 10 minute. The product is ClC=1C=C(C=CC1)[C@H]1C[C@](C(N([C@@H]1C1=CC=C(C=C1)Cl)[C@@H](CC)C1OCCCC1)=O)(C)CC(=O)O (2-((3R,5R,6S)-5-(3-Chlorophenyl)-6-(4-chlorophenyl)-3-methyl-2-oxo-1-((1S)-1-(tetrahydro-2H-pyran-2-yl)propyl)piperidin-3-yl)acetic acid). As a reaction SMILES: [Cl:1][C:2]1[CH:3]=[C:4]([C@@H:8]2[C@@H:13]([C:14]3[CH:19]=[CH:18][C:17]([Cl:20])=[CH:16][CH:15]=3)[N:12]([C@H:21]([CH:24]3[CH2:29][CH2:28][CH2:27][CH2:26][O:25]3)[CH2:22][CH3:23])[C:11](=[O:30])[C@:10]([CH2:32][CH:33]=[O:34])([CH3:31])[CH2:9]2)[CH:5]=[CH:6][CH:7]=1.[OH:35]P([O-])(O)=O.[K+].C1COCC1.Cl([O-])=O.[Na+]>O.C(O)(C)(C)C.CC(=CC)C>[Cl:1][C:2]1[CH:3]=[C:4]([C@@H:8]2[C@@H:13]([C:14]3[CH:19]=[CH:18][C:17]([Cl:20])=[CH:16][CH:15]=3)[N:12]([C@H:21]([CH:24]3[CH2:29][CH2:28][CH2:27][CH2:26][O:25]3)[CH2:22][CH3:23])[C:11](=[O:30])[C@:10]([CH2:32][C:33]([OH:35])=[O:34])([CH3:31])[CH2:9]2)[CH:5]=[CH:6][CH:7]=1 |f:1.2,4.5|. Reported procedure: A solution of 2-((3R,5R,6S)-5-(3-chlorophenyl)-6-(4-chlorophenyl)-3-methyl-2-oxo-1-((1S)-1-(tetrahydro-2H-pyran-2-yl)propyl)piperidin-3-yl)acetaldehyde (3 mg, 5.97 μmoL; mixture of stereoisomers, Example 224, Step E) in a solution of 1.25 M potassium phosphate monobasic in water (0.050 mL), t-butanol (0.050 mL) and 2.0 M 2-methylbut-2-ene in THF (0.15 mL, 0.30 mmol) was treated with sodium chlorite (2.16 mg, 0.024 mmol) at ambient temperature for 3 h. The reaction was quenched with 1 M sodium th... Starting materials: CO, Cl, FC(F)(F)Oc1ccccc1, N. Product: FC(F)(F)Oc1ccc(CCl)cc1. As a reaction SMILES: [CH3:14][OH:15].[ClH:12].[F:1][C:2]([O:3][c:4]1[cH:5][cH:6][cH:7][cH:8][cH:9]1)([F:10])[F:11].[NH3:13]>>[F:1][C:2]([O:3][c:4]1[cH:5][cH:6][c:7]([CH2:14][Cl:12])[cH:8][cH:9]1)([F:10])[F:11]. Starting materials: COC(=O)c1cccc2[nH]c3c(c12)C(=O)CCC3, BrCC1CCCCC1, [I-], [K+], [K+], [Na+], O=C([O-])[O-], CN(C)C=O, O. The product is COC(=O)c1cccc2c1c1c(n2CC2CCCCC2)CCCC1=O. As a reaction SMILES: [C:1](=[O:2])([O:3][CH3:4])[c:5]1[c:6]2[c:7]3[c:12]([nH:13][c:14]2[cH:15][cH:16][cH:17]1)[CH2:11][CH2:10][CH2:9][C:8]3=[O:18].[CH:27]1([CH2:33][Br:34])[CH2:28][CH2:29][CH2:30][CH2:31][CH2:32]1.[I-:19].[K+:21].[K+:22].[Na+:20].[O-:23][C:24]([O-:25])=[O:26].[O:35]=[CH:36][N:37]([CH3:38])[CH3:39].[OH2:40]>>[C:1](=[O:2])([O:3][CH3:4])[c:5]1[c:6]2[c:7]3[c:12]([n:13]([CH2:33][CH:27]4[CH2:28][CH2:29][CH2:30][CH2:31][CH2:32]4)[c:14]2[cH:15][cH:16][cH:17]1)[CH2:11][CH2:10][CH2:9][C:8]3=[O:18]. Starting materials: O=C([O-])[O-], CCCCC(F)CCOS(C)(=O)=O, [K+], [K+], CN(C)C=O, O, Oc1cnc(-c2ccc(OCc3ccccc3)cc2)nc1. Yields the product CCCCC(F)CCOc1cnc(-c2ccc(OCc3ccccc3)cc2)nc1. Reaction SMILES: [C:35](=[O:36])([O-:37])[O-:38].[CH3:22][S:23]([O:24][CH2:27][CH2:28][CH:29]([CH2:30][CH2:31][CH2:32][CH3:33])[F:34])(=[O:25])=[O:26].[K+:39].[K+:40].[O:41]=[CH:42][N:43]([CH3:44])[CH3:45].[OH2:46].[OH:1][c:2]1[cH:3][n:4][c:5](-[c:8]2[cH:9][cH:10][c:11]([O:14][CH2:15][c:16]3[cH:17][cH:18][cH:19][cH:20][cH:21]3)[cH:12][cH:13]2)[n:6][cH:7]1>>[O:1]([c:2]1[cH:3][n:4][c:5](-[c:8]2[cH:9][cH:10][c:11]([O:14][CH2:15][c:16]3[cH:17][cH:18][cH:19][cH:20][cH:21]3)[cH:12][cH:13]2)[n:6][cH:7]1)[CH2:27][CH2:28][CH:29]([CH2:30][CH2:31][CH2:32][CH3:33])[F:34].